Task: describe an organic reaction: reactants, conditions, products, and yield. Dataset: the Open Reaction Database (ORD), a public repository of structured organic reaction records Starting materials: CC(C)C(=O)Nc1cccc(C2CCNCC2)c1, OCCCCl. Yields the product CC(C)C(=O)Nc1cccc(C2CCN(CCCO)CC2)c1. RXN SMILES: [CH3:6][CH:7]([C:8](=[O:9])[NH:10][c:11]1[cH:12][c:13]([CH:17]2[CH2:18][CH2:19][NH:20][CH2:21][CH2:22]2)[cH:14][cH:15][cH:16]1)[CH3:23].[Cl:1][CH2:2][CH2:3][CH2:4][OH:5]>>[CH2:2]([CH2:3][CH2:4][OH:5])[N:20]1[CH2:19][CH2:18][CH:17]([c:13]2[cH:12][c:11]([NH:10][C:8]([CH:7]([CH3:6])[CH3:23])=[O:9])[cH:16][cH:15][cH:14]2)[CH2:22][CH2:21]1. Starting materials: FC(C=1C=C(C=C(C1)C(F)(F)F)[C@@H]1[C@@H](N(C(O1)=O)CC#C)C)(F)F ((4S,5R)-5-[3,5-bis(trifluoromethyl)phenyl]-4-methyl-3-prop-2-yn-1-yl-1,3-oxazolidin-2-one), BrC1=C(C=C(C(=C1)C(C)C)F)OC (1-bromo-4-fluoro-5-isopropyl-2-methoxybenzene), C1(=CC=CC=C1)P(C1=CC=CC=C1)C1=CC=CC=C1 (triphenylphosphine), C(C)NCC (diethylamine). The reagents and catalysts are Cl[Pd]([P](C1=CC=CC=C1)(C2=CC=CC=C2)C3=CC=CC=C3)([P](C4=CC=CC=C4)(C5=CC=CC=C5)C6=CC=CC=C6)Cl (bis(triphenylphosphine)palladium dichloride), [Cu]I (copper (I) iodide). Run in CN(C)C=O (DMF). Product: FC(C=1C=C(C=C(C1)C(F)(F)F)[C@@H]1[C@@H](N(C(O1)=O)CC#CC1=C(C=C(C(=C1)C(C)C)F)OC)C)(F)F ((4S,5R)-5-[3,5-bis(trifluoromethyl)phenyl]-3-[3-(4-fluoro-5-isopropyl-2-methoxyphenyl)prop-2-yn-1-yl]-4-methyl-1,3-oxazolidin-2-one). Reaction SMILES: [F:1][C:2]([F:24])([F:23])[C:3]1[CH:4]=[C:5]([C@H:13]2[O:17][C:16](=[O:18])[N:15]([CH2:19][C:20]#[CH:21])[C@H:14]2[CH3:22])[CH:6]=[C:7]([C:9]([F:12])([F:11])[F:10])[CH:8]=1.Br[C:26]1[CH:31]=[C:30]([CH:32]([CH3:34])[CH3:33])[C:29]([F:35])=[CH:28][C:27]=1[O:36][CH3:37].C1(P(C2C=CC=CC=2)C2C=CC=CC=2)C=CC=CC=1.C(NCC)C>CN(C=O)C.Cl[Pd](Cl)([P](C1C=CC=CC=1)(C1C=CC=CC=1)C1C=CC=CC=1)[P](C1C=CC=CC=1)(C1C=CC=CC=1)C1C=CC=CC=1.[Cu]I>[F:24][C:2]([F:1])([F:23])[C:3]1[CH:4]=[C:5]([C@H:13]2[O:17][C:16](=[O:18])[N:15]([CH2:19][C:20]#[C:21][C:26]3[CH:31]=[C:30]([CH:32]([CH3:34])[CH3:33])[C:29]([F:35])=[CH:28][C:27]=3[O:36][CH3:37])[C@H:14]2[CH3:22])[CH:6]=[C:7]([C:9]([F:10])([F:11])[F:12])[CH:8]=1 |^1:69,88|. Procedure: A mixture of (4S,5R)-5-[3,5-bis(trifluoromethyl)phenyl]-4-methyl-3-prop-2-yn-1-yl-1,3-oxazolidin-2-one (100 mg, 0.285 mmol), 1-bromo-4-fluoro-5-isopropyl-2-methoxybenzene (27.4 wt % in toluene, 233 mg, 0.259 mmol), bis(triphenylphosphine)palladium dichloride (18.2 mg, 0.0259 mmol), copper (I) iodide (4.9 mg, 0.0259 mmol), triphenylphosphine (13.6 mg, 0.0518 mmol), and diethylamine (283 mg, 406 μL, 3.88 mmol) in dry DMF (0.5 mL) was degassed and subjected to microwave irradiation (120° C., 60 min...